This data is from the Open Reaction Database (ORD), a public repository of structured organic reaction records. The task is: describe an organic reaction: reactants, conditions, products, and yield As a reaction SMILES: Cl.[CH:2]12[N:10]([CH2:11][C@@H:12]([C:14]3[CH:23]=[CH:22][C:17]4[C:18](=[O:21])[O:19][CH2:20][C:16]=4[C:15]=3[CH3:24])[OH:13])[CH:7]([CH2:8][CH2:9]1)[CH:6]1[NH:25][CH:3]2[CH2:4][CH2:5]1.[CH3:26][C:27]1[N:34]=[C:33]([CH:35]2[CH2:37][O:36]2)[CH:32]=[CH:31][C:28]=1[C:29]#[N:30]>>[OH:36][CH:35]([C:33]1[N:34]=[C:27]([CH3:26])[C:28]([C:29]#[N:30])=[CH:31][CH:32]=1)[CH2:37][N:25]1[CH:6]2[CH2:5][CH2:4][CH:3]1[CH:2]1[N:10]([CH2:11][C@H:12]([OH:13])[C:14]3[CH:23]=[CH:22][C:17]4[C:18](=[O:21])[O:19][CH2:20][C:16]=4[C:15]=3[CH3:24])[CH:7]2[CH2:8][CH2:9]1 |f:0.1|. Procedure: 6-(1-Hydroxy-2-{10-[(2R)-2-hydroxy-2-(4-methyl-1-oxo-1,3-dihydro-2-benzofuran-5-yl)ethyl]-9,10-diazatricyclo[4.2.1.12,5]dec-9-yl}ethyl)-2-methylpyridine-3-carbonitrile was prepared in a similar fashion to that described for the synthesis of EXAMPLE 1 starting from 5-[(1R)-2-(9,10-diazatricyclo[4.2.1.12,5]dec-9-yl)-1 hydroxyethyl]-4-methyl-2-benzofuran-1 (3H)-one hydrochloride (INTERMEDIATE 9) and 2-methyl-6-(oxiran-2-yl)nicotinonitrile (PCT Published Application WO 2010/129379). Yields the product OC(CN1C2C3CCC(C1CC2)N3C[C@@H](C3=C(C2=C(C(OC2)=O)C=C3)C)O)C3=CC=C(C(=N3)C)C#N (6-(1-Hydroxy-2-{10-[(2R)-2-hydroxy-2-(4-methyl-1-oxo-1,3-dihydro-2-benzofuran-5-yl)ethyl]-9,10-diazatricyclo[4.2.1.12,5]dec-9-yl}ethyl)-2-methylpyridine-3-carbonitrile). Reactants: Cl.C12C3CCC(C(CC1)N2C[C@H](O)C2=C(C1=C(C(OC1)=O)C=C2)C)N3 (5-[(1R)-2-(9,10-diazatricyclo[4.2.1.12,5]dec-9-yl)-1 hydroxyethyl]-4-methyl-2-benzofuran-1(3H)-one hydrochloride), Cl.C12C3CCC(C(CC1)N2C[C@H](O)C2=C(C1=C(C(OC1)=O)C=C2)C)N3 (5-[(1R)-2-(9,10-diazatricyclo[4.2.1.12,5]dec-9-yl)-1 hydroxyethyl]-4-methyl-2-benzofuran-1(3H)-one hydrochloride), CC1=C(C#N)C=CC(=N1)C1OC1 (2-methyl-6-(oxiran-2-yl)nicotinonitrile). The reactants are CCCc1cc(F)c2oc(C(=O)OCC)c(C)c2c1O, CO, [Na+], [OH-]. Product: CCCc1cc(F)c2oc(C(=O)O)c(C)c2c1O. As a reaction SMILES: [C:1](=[O:2])([O:3][CH2:4][CH3:5])[c:6]1[o:7][c:8]2[c:9]([c:10]1[CH3:11])[c:12]([OH:20])[c:13]([CH2:17][CH2:18][CH3:19])[cH:14][c:15]2[F:16].[CH3:23][OH:24].[Na+:22].[OH-:21]>>[C:1](=[O:2])([OH:3])[c:6]1[o:7][c:8]2[c:9]([c:10]1[CH3:11])[c:12]([OH:20])[c:13]([CH2:17][CH2:18][CH3:19])[cH:14][c:15]2[F:16]. Starting materials: C1(CCCC1)N(CC(=O)O)C(C(CS)C)=O (N-cyclopentyl-N-(3-mercapto-2-methylpropanoyl)glycine), C1=CC=NC(=C1)SSC2=CC=CC=N2 (2,2'-dipyridyldisulfide), C1(=CC=CC=C1)P(C1=CC=CC=C1)C1=CC=CC=C1 (triphenylphosphine). The solvent is C1(=CC=CC=C1)C (toluene), C1(=CC=CC=C1)C (toluene), C1(=CC=CC=C1)C (toluene). Yields the product C1(CCCC1)N1CC(SCC(C1=O)C)=O (4-Cyclopentyl-6,7-dihydro-6-methyl-1,4-thiazepin-2,5-(3H,4H)-dione). As a reaction SMILES: [CH:1]1([N:6]([C:11](=[O:16])[CH:12]([CH3:15])[CH2:13][SH:14])[CH2:7][C:8](O)=[O:9])[CH2:5][CH2:4][CH2:3][CH2:2]1.C1C=C(SSC2N=CC=CC=2)N=CC=1.C1(P(C2C=CC=CC=2)C2C=CC=CC=2)C=CC=CC=1>C1(C)C=CC=CC=1>[CH:1]1([N:6]2[C:11](=[O:16])[CH:12]([CH3:15])[CH2:13][S:14][C:8](=[O:9])[CH2:7]2)[CH2:5][CH2:4][CH2:3][CH2:2]1. Reported procedure: A solution of N-cyclopentyl-N-(3-mercapto-2-methylpropanoyl)glycine (2.0 g., 8.1 mmol) in 125 ml of toluene was freed of air by bubbling nitrogen through it. To this solution was then added 2,2'-dipyridyldisulfide (2.7 g., 12.2 mmol) and triphenylphosphine (3.2 g., 12.2 mmol) and the resulting solution was stirred under nitrogen for 5 hours. This solution was then diluted to 250 ml with toluene and added at a rate of 20-25 ml/hr to 2 l of reluxing toluene under nitrogen. The resulting mixture wa...